This data is from the Open Reaction Database (ORD), a public repository of structured organic reaction records. The task is: describe an organic reaction: reactants, conditions, products, and yield Reactants: CC1=C(N=C(O1)C1=CC=CC=C1)CCOC1=CC=C(C=C1)C[C@@H](C(=O)O)NCC1=CC=C(C=C1)F ((S)-3-[4-[2-(5-Methyl-2-phenyl-1,3-oxazol-4-yl)ethoxy]phenyl]-2-(4-fluorobenzylamino)propionic Acid), C[O-].[Na+] (sodium methoxide), resultant mixture. Solvent: CO (methanol). Yields the product CC1=C(N=C(O1)C1=CC=CC=C1)CCOC1=CC=C(C=C1)C[C@@H](C(=O)[O-])NCC1=CC=C(C=C1)F.[Na+] (Sodium (S)-3-[4-[2-(5-methyl-2-phenyl-1,3-oxazol-4-yl)ethoxy]phenyl]-2-(4-fluorobenzylamino)propionate). Reaction SMILES: [CH3:1][C:2]1[O:6][C:5]([C:7]2[CH:12]=[CH:11][CH:10]=[CH:9][CH:8]=2)=[N:4][C:3]=1[CH2:13][CH2:14][O:15][C:16]1[CH:21]=[CH:20][C:19]([CH2:22][C@H:23]([NH:27][CH2:28][C:29]2[CH:34]=[CH:33][C:32]([F:35])=[CH:31][CH:30]=2)[C:24]([OH:26])=[O:25])=[CH:18][CH:17]=1.C[O-].[Na+:38]>CO>[CH3:1][C:2]1[O:6][C:5]([C:7]2[CH:12]=[CH:11][CH:10]=[CH:9][CH:8]=2)=[N:4][C:3]=1[CH2:13][CH2:14][O:15][C:16]1[CH:21]=[CH:20][C:19]([CH2:22][C@H:23]([NH:27][CH2:28][C:29]2[CH:34]=[CH:33][C:32]([F:35])=[CH:31][CH:30]=2)[C:24]([O-:26])=[O:25])=[CH:18][CH:17]=1.[Na+:38] |f:1.2,4.5|. Reported procedure: Compound 18 (1.57 g) was suspended in methanol (30 mL), and sodium methoxide was added to the resultant mixture until an substantially homogeneous solution was obtained. The solution was filtered, and the filtrate was concentrated. Diethyl ether was added thereto, and the resultant colorless crystals were collected through filtration and dried under reduced pressure, to thereby yield 1.57 g of the title compound. Reactants: CCCCOc1nsnc1S(C)(=O)=O, C1CCOC1, [Li]CCCC, CN1CCC(O)C1, CCCCCC, CCOC(C)=O, Cl. The product is CCCCOc1nsnc1OC1CCN(C)C1. RXN SMILES: [CH2:13]([CH2:14][CH2:15][CH3:16])[O:17][c:18]1[n:19][s:20][n:21][c:22]1[S:23]([CH3:24])(=[O:25])=[O:26].[CH2:28]1[O:29][CH2:30][CH2:31][CH2:32]1.[CH2:8]([Li:9])[CH2:10][CH2:11][CH3:12].[CH3:1][N:2]1[CH2:3][CH:4]([OH:7])[CH2:5][CH2:6]1.[CH3:33][CH2:34][CH2:35][CH2:36][CH2:37][CH3:38].[CH3:39][CH2:40][O:41][C:42]([CH3:43])=[O:44].[ClH:27]>>[CH3:1][N:2]1[CH2:3][CH:4]([O:7][c:22]2[c:18]([O:17][CH2:13][CH2:14][CH2:15][CH3:16])[n:19][s:20][n:21]2)[CH2:5][CH2:6]1. Starting materials: Br.FC1=CC=C(C(=O)C2CCNCC2)C=C1 (4-(p-fluorobenzoyl)piperidine hydrobromide), BrCCCO (3-bromo-1-propanol), C([O-])([O-])=O.[K+].[K+] (potassium carbonate). Solvent: CN(C)C=O (DMF), O (water). Conditions: temperature 110 celsius. Product: FC1=CC=C(C(=O)C2CCN(CC2)CCCO)C=C1 (4-(p-fluorobenzoyl)-1-(3-hydroxypropyl)piperidine). Isolated yield 47.1%. RXN SMILES: Br.[F:2][C:3]1[CH:16]=[CH:15][C:6]([C:7]([CH:9]2[CH2:14][CH2:13][NH:12][CH2:11][CH2:10]2)=[O:8])=[CH:5][CH:4]=1.Br[CH2:18][CH2:19][CH2:20][OH:21].C(=O)([O-])[O-].[K+].[K+]>CN(C=O)C.O>[F:2][C:3]1[CH:4]=[CH:5][C:6]([C:7]([CH:9]2[CH2:14][CH2:13][N:12]([CH2:18][CH2:19][CH2:20][OH:21])[CH2:11][CH2:10]2)=[O:8])=[CH:15][CH:16]=1 |f:0.1,3.4.5|. Reported procedure: To a solution of 4-(p-fluorobenzoyl)piperidine hydrobromide (0.3 g, 1.04 mmol) in DMF (10 mL) were added 3-bromo-1-propanol (0.11 mL, 1.25 mmol) and potassium carbonate (0.29 g, 2.08 mmol). This heterogeneous solution was heated at 110° C. for 3 h then cooled at 25° C., diluted with water (100 mL) and extracted with EtOAc (3×30 mL). The collected organic phase was washed with water (2×50 mL), dried and concentrated in vacuum. The crude compound was purified by filtration on silica gel using CH2C...